This data is from the Open Reaction Database (ORD), a public repository of structured organic reaction records. The task is: describe an organic reaction: reactants, conditions, products, and yield Reactants: N1(CCOCC1)S(=O)(=O)N[C@@H](CC1=CC=CC=C1)C(=O)N[C@@H](CC=1N=C(SC1)N)C(=O)O (N-(4-morpholinyl-sulfonyl)-L-phenylalanyl-3-(2-amino-4-thiazolyl)-L-alanine), ON1N=NC2=C1C=CC=C2 (1-N-Hydroxybenzotriazole), C1(CCCCC1)N=C=NC1CCCCC1 (dicyclohexylcarbodiimide), 2S, NC(CC1CCCCC1)C(C(CC(C)C)O)O (2-amino-1-cyclohexyl-6-methyl-3,4-heptanediol). Run in C(C)(=O)OCC (ethyl acetate), C(C)(=O)OCC (ethyl acetate), C(C)N(CC)CC (Triethylamine), C(C)(=O)OCC (ethyl acetate). Reaction conditions: temperature 25 celsius. Product: N1(CCOCC1)S(=O)(=O)N[C@@H](CC1=CC=CC=C1)C(=O)N[C@@H](CC=1N=C(SC1)N)C(=O)NC(C(C(CC(C)C)O)O)CC1CCCCC1 (N-(4-morpholinylsulfonyl)-L-phenylalanyl-3-(2-amino-4-thiazolyl)-N-[(1-cyclohexylmethyl)-2,3-dihydroxy-5-methylhexyl]-L-alaninamide). Reaction SMILES: ON1C2C=CC=CC=2N=N1.[NH2:11][CH:12]([CH:20]([OH:27])[CH:21]([OH:26])[CH2:22][CH:23]([CH3:25])[CH3:24])[CH2:13][CH:14]1[CH2:19][CH2:18][CH2:17][CH2:16][CH2:15]1.[N:28]1([S:34]([NH:37][C@H:38]([C:46]([NH:48][C@H:49]([C:57](O)=[O:58])[CH2:50][C:51]2[N:52]=[C:53]([NH2:56])[S:54][CH:55]=2)=[O:47])[CH2:39][C:40]2[CH:45]=[CH:44][CH:43]=[CH:42][CH:41]=2)(=[O:36])=[O:35])[CH2:33][CH2:32][O:31][CH2:30][CH2:29]1.C1(N=C=NC2CCCCC2)CCCCC1>C(OCC)(=O)C.C(N(CC)CC)C>[N:28]1([S:34]([NH:37][C@H:38]([C:46]([NH:48][C@H:49]([C:57]([NH:11][CH:12]([CH2:13][CH:14]2[CH2:19][CH2:18][CH2:17][CH2:16][CH2:15]2)[CH:20]([OH:27])[CH:21]([OH:26])[CH2:22][CH:23]([CH3:25])[CH3:24])=[O:58])[CH2:50][C:51]2[N:52]=[C:53]([NH2:56])[S:54][CH:55]=2)=[O:47])[CH2:39][C:40]2[CH:45]=[CH:44][CH:43]=[CH:42][CH:41]=2)(=[O:35])=[O:36])[CH2:33][CH2:32][O:31][CH2:30][CH2:29]1. Reported procedure: 1-N-Hydroxybenzotriazole, 190.6 g, 395.0 g of [2S (2R*,3S*,4R*)]-2-amino-1-cyclohexyl-6-methyl-3,4-heptanediol (U.S. Pat. No. 4,680,284 and 4,845,079), 682.4 g (1.62 mol) of N-(4-morpholinyl-sulfonyl)-L-phenylalanyl-3-(2-amino-4-thiazolyl)-L-alanine and 20 L of ethyl acetate are charged into a 50 L reactor and the slurry is stirred. Triethylamine, 107.1 g with 0.5 L of ethyl acetate, is added to the mixture and stirred for 1 hour at 30° C. A solution of 300.0 g of dicyclohexylcarbodiimide dissol... The reactants are [N+](=O)([O-])C1=CC=C(C=C1)N1CCS(CC1)(=O)=O (4-(4-nitro-phenyl)-thiomorpholine 1,1-dioxide). Reagents/catalysts: [Zn] (Zinc). Run in C(C)(=O)O (acetic acid). Reaction conditions: temperature 60 celsius, time 2 hour. Yields the product O=S1(CCN(CC1)C1=CC=C(C=C1)N)=O (4-(1,1-dioxo-1λ6-thiomorpholin-4-yl)-phenylamine). The yield is 51.6%. Reaction SMILES: [N+:1]([C:4]1[CH:9]=[CH:8][C:7]([N:10]2[CH2:15][CH2:14][S:13](=[O:17])(=[O:16])[CH2:12][CH2:11]2)=[CH:6][CH:5]=1)([O-])=O>C(O)(=O)C.[Zn]>[O:17]=[S:13]1(=[O:16])[CH2:12][CH2:11][N:10]([C:7]2[CH:6]=[CH:5][C:4]([NH2:1])=[CH:9][CH:8]=2)[CH2:15][CH2:14]1. Procedure: Zinc powder (0.47 g, 7.2 mmol) was added to a solution of 4-(4-nitro-phenyl)-thiomorpholine 1,1-dioxide (155 mg, 0.60 mmol) in acetic acid (3 mL) and the mixture was stirred at 60° C. for 2 h. The reaction mixture was concentrated to dryness, diluted with ethyl acetate and washed with sodium bicarbonate solution and water then dried over sodium sulfate. The organic layer was concentrated to dryness to afford 4-(1,1-dioxo-1λ6-thiomorpholin-4-yl)-phenylamine (70 mg, 51%).